This data is from the Open Reaction Database (ORD), a public repository of structured organic reaction records. The task is: describe an organic reaction: reactants, conditions, products, and yield Starting materials: ClC1CC(OC2=C1C=C(C=C2)C#N)(C)C (4-chloro-6-cyano-3,4-dihydro-2,2-dimethyl-2H-1-benzopyran), [N-]=[N+]=[N-].[Na+] (sodium azide), O (Water). The solvent is CN(C=O)C (N,N-dimethylformamide). Reaction conditions: time 3 day. Product: N(=[N+]=[N-])C1CC(OC2=C1C=C(C=C2)C#N)(C)C (4-Azido-6-cyano-3,4-dihydro-2,2-dimethyl-2H-1benzopyran). RXN SMILES: Cl[CH:2]1[C:7]2[CH:8]=[C:9]([C:12]#[N:13])[CH:10]=[CH:11][C:6]=2[O:5][C:4]([CH3:15])([CH3:14])[CH2:3]1.[N-:16]=[N+:17]=[N-:18].[Na+].O>CN(C)C=O>[N:16]([CH:2]1[C:7]2[CH:8]=[C:9]([C:12]#[N:13])[CH:10]=[CH:11][C:6]=2[O:5][C:4]([CH3:15])([CH3:14])[CH2:3]1)=[N+:17]=[N-:18] |f:1.2|. Procedure details: A mixture of 4-chloro-6-cyano-3,4-dihydro-2,2-dimethyl-2H-1-benzopyran(3g) and sodium azide (0.9g) in N,N-dimethylformamide (20 ml) was stirred for 3 days at room temperature. Water was added and the mixture extracted with ethyl acetate, the organic phase was separated and further washed with water, then dried over anhydrous sodium sulphate. Filtration and evaporation of the solvent in vacuo gave the title compound (3.03g) as a solid, which was used in the next step without further purification.